Dataset: the Open Reaction Database (ORD), a public repository of structured organic reaction records. Task: describe an organic reaction: reactants, conditions, products, and yield Product: FC1=NC(=CC=C1)OCCCCCCCC (2-fluoro-6-octyloxypyridine). The solvent is CCOCC (ether), O1CCCC1 (tetrahydrofuran), O1CCCC1 (tetrahydrofuran). Reactants: [Cl-].[Na+] (sodium chloride), C(CCCCCCC)[O-].[Li+] (Lithium octanolate), C(CCCCCCC)O (1-octanol), C(CCC)[Li] (n-butyllithium), FC1=NC(=CC=C1)F (2,6-difluoropyridine). RXN SMILES: [CH2:1]([O-:9])[CH2:2][CH2:3][CH2:4][CH2:5][CH2:6][CH2:7][CH3:8].[Li+].C(O)CCCCCCC.C([Li])CCC.[F:25][C:26]1[CH:31]=[CH:30][CH:29]=[C:28](F)[N:27]=1.[Cl-].[Na+]>O1CCCC1.CCOCC>[F:25][C:26]1[CH:31]=[CH:30][CH:29]=[C:28]([O:9][CH2:1][CH2:2][CH2:3][CH2:4][CH2:5][CH2:6][CH2:7][CH3:8])[N:27]=1 |f:0.1,5.6|. Procedure: Lithium octanolate (previously prepared from 13.02 g (100.00 mmol) of 1-octanol and 69 ml (110.00 mmol) of a 1.6-molar n-butyllithium solution in 40 ml of tetrahydrofuran at 0° C.) and 11.51 g (100.00 mmol) of 2,6-difluoropyridine are refluxed in 40 ml of tetrahydrofuran for 7 hours. The mixture is then distributed between sodium chloride solution and ether, the ether phase is washed twice with sodium chloride, dried over sodium sulfate, filtered and freed from solvent. Purification of the resid... Starting materials: FC=1C=C(C=CC1F)B(O)O (3,4-difluorophenylboronic acid), C(C)(=O)O[C@H]1[C@H](OC=2C=NC=C(C2)Br)SC[C@H]([C@@H]1OC(C)=O)OC(C)=O (5-bromo-3-pyridinyl 2,3,4-tri-O-acetyl-5-thio-β-D-xylopyranoside). The product is O([C@H]1[C@H](O)[C@@H](O)[C@H](O)CS1)C=1C=NC=C(C1)C1=CC(=C(C=C1)F)F (5-(3,4-difluorophenyl)-3-pyridinyl 5-thio-β-D-xylopyranoside), powder. Isolated yield 44.0%. As a reaction SMILES: [F:1][C:2]1[CH:3]=[C:4](B(O)O)[CH:5]=[CH:6][C:7]=1[F:8].C([O:15][C@@H:16]1[C@@H:29]([O:30]C(=O)C)[C@H:28]([O:34]C(=O)C)[CH2:27][S:26][C@H:17]1[O:18][C:19]1[CH:20]=[N:21][CH:22]=[C:23](Br)[CH:24]=1)(=O)C>>[O:18]([C:19]1[CH:20]=[N:21][CH:22]=[C:23]([C:4]2[CH:5]=[CH:6][C:7]([F:8])=[C:2]([F:1])[CH:3]=2)[CH:24]=1)[C@@H:17]1[S:26][CH2:27][C@@H:28]([OH:34])[C@H:29]([OH:30])[C@H:16]1[OH:15]. Reported procedure: By following a procedure analogous to Example 122 starting from 3,4-difluorophenylboronic acid and 5-bromo-3-pyridinyl 2,3,4-tri-O-acetyl-5-thio-β-D-xylopyranoside, 5-(3,4-difluorophenyl)-3-pyridinyl 5-thio-β-D-xylopyranoside is obtained in the form of a beige powder (yield=44%). The reactants are CI (methyl iodide), C(CCC)OC=1C(=NON1)C=1C=NC=CC1 (3-(4-butyloxy-1,2,5- oxadiazol-3-yl) pyridine). Solvent: CC(=O)C (acetone). Conditions: time 18 hour. Product: [I-].C(CCC)OC=1C(=NON1)C=1C=[N+](C=CC1)C (3-(4-butyloxy-1,2,5-oxadiazol-3-yl)-1-methylpyridinium iodide). RXN SMILES: [CH3:1][I:2].[CH2:3]([O:7][C:8]1[C:9]([C:13]2[CH:14]=[N:15][CH:16]=[CH:17][CH:18]=2)=[N:10][O:11][N:12]=1)[CH2:4][CH2:5][CH3:6]>CC(C)=O>[I-:2].[CH2:3]([O:7][C:8]1[C:9]([C:13]2[CH:14]=[N+:15]([CH3:1])[CH:16]=[CH:17][CH:18]=2)=[N:10][O:11][N:12]=1)[CH2:4][CH2:5][CH3:6] |f:3.4|. Procedure details: A mixture of methyl iodide (1 ml, 15 mmol) and 3-(4-butyloxy-1,2,5- oxadiazol-3-yl) pyridine (1.9 mmol) in acetone (10 ml) was stirred at room temperature for 18 h and evaporated. The reactants are CCOC(=O)CCCCBr, CC(C)=O, Fc1ccc2[nH]c(S)nc2c1, [K+], [K+], O=C([O-])[O-]. Product: CCOC(=O)CCCCSc1nc2ccc(F)cc2[nH]1. As a reaction SMILES: [CH2:12]([CH3:13])[O:14][C:15]([CH2:16][CH2:17][CH2:18][CH2:19][Br:20])=[O:21].[CH3:28][C:29](=[O:30])[CH3:31].[F:1][c:2]1[cH:3][c:4]2[c:5]([nH:6][c:7]([SH:9])[n:8]2)[cH:10][cH:11]1.[K+:22].[K+:23].[O-:24][C:25]([O-:26])=[O:27]>>[F:1][c:2]1[cH:3][c:4]2[c:5]([n:6][c:7]([S:9][CH2:19][CH2:18][CH2:17][CH2:16][C:15]([O:14][CH2:12][CH3:13])=[O:21])[nH:8]2)[cH:10][cH:11]1. The reactants are ClC1=C(C(=O)O)C(=CC=C1)Cl (2,6-dichlorobenzoic acid), C(C(C)(C)C)(=O)O (Pivalic acid). Reagents/catalysts: [Cu] (copper). The solvent is C(C)(=O)OCC (Ethyl acetate). The product is C(C1=CC=CC=C1)(=O)O (benzoic acid). Yield: 90.3%. Reaction SMILES: Cl[C:2]1[CH:10]=[CH:9][CH:8]=[C:7](Cl)[C:3]=1[C:4]([OH:6])=[O:5].C(O)(=O)C(C)(C)C>[Cu].C(OCC)(=O)C>[C:4]([OH:6])(=[O:5])[C:3]1[CH:7]=[CH:8][CH:9]=[CH:10][CH:2]=1. Reported procedure: A 100-mL round-bottom flask was equipped with a magnetic stir bar, reflux condenser, thermometer, nitrogen inlet, and heating mantle attached to a temperature controller. The flask was charged with 2,6-dichlorobenzoic acid (5.0 g, 26.2 mmol) and copper powder (3.3 g, 78.6 mmol). Pivalic acid (15 mL) was added, and the resulting mixture was heated to 130°-135° C. The reaction was monitored by GC analysis and was judged to be complete when the starting material was no longer detectable (3 hours). ... Reactants: COCC(C=O)NCCl, O=C=Nc1nnc(CCl)s1, c1ccccc1. The product is COCC(C=O)N(CCl)C(=O)Nc1nnc(CCl)s1. Reaction SMILES: [Cl:11][CH2:12][NH:13][CH:14]([CH:15]=[O:16])[CH2:17][O:18][CH3:19].[Cl:1][CH2:2][c:3]1[n:4][n:5][c:6]([N:8]=[C:9]=[O:10])[s:7]1.[cH:20]1[cH:21][cH:22][cH:23][cH:24][cH:25]1>>[Cl:1][CH2:2][c:3]1[n:4][n:5][c:6]([NH:8][C:9](=[O:10])[N:13]([CH2:12][Cl:11])[CH:14]([CH:15]=[O:16])[CH2:17][O:18][CH3:19])[s:7]1.